From a dataset of the Open Reaction Database (ORD), a public repository of structured organic reaction records. describe an organic reaction: reactants, conditions, products, and yield Starting materials: C(CC)C1=NC2=C(N1CC1=CC=C(C=C1)C=1C(=CC=CC1)C(=O)OC(C)(C)C)C=C(C=C2C)C2=NC1=C(N2C)C=C(C=C1)F (tert.butyl 4'-[(2-n-propyl-4-methyl-6-(1-methyl-6-fluoro-benzimidazol-2-yl)-benzimidazol-1-yl)-methyl]-biphenyl-2-carboxylate), FC(C(=O)O)(F)F (trifluoroacetic acid). Run in C(Cl)Cl (methylene chloride). The product is C(CC)C1=NC2=C(N1CC1=CC=C(C=C1)C=1C(=CC=CC1)C(=O)O)C=C(C=C2C)C2=NC1=C(N2C)C=C(C=C1)F (4'-[(2-n-Propyl-4-methyl-6-(1-methyl-6-fluoro-benzimidazol-2-yl)-benzimidazol-1-yl)-methyl]-biphenyl-2-carboxylic acid). RXN SMILES: [CH2:1]([C:4]1[N:8]([CH2:9][C:10]2[CH:15]=[CH:14][C:13]([C:16]3[C:17]([C:22]([O:24]C(C)(C)C)=[O:23])=[CH:18][CH:19]=[CH:20][CH:21]=3)=[CH:12][CH:11]=2)[C:7]2[CH:29]=[C:30]([C:34]3[N:38]([CH3:39])[C:37]4[CH:40]=[C:41]([F:44])[CH:42]=[CH:43][C:36]=4[N:35]=3)[CH:31]=[C:32]([CH3:33])[C:6]=2[N:5]=1)[CH2:2][CH3:3].FC(F)(F)C(O)=O>C(Cl)Cl>[CH2:1]([C:4]1[N:8]([CH2:9][C:10]2[CH:15]=[CH:14][C:13]([C:16]3[C:17]([C:22]([OH:24])=[O:23])=[CH:18][CH:19]=[CH:20][CH:21]=3)=[CH:12][CH:11]=2)[C:7]2[CH:29]=[C:30]([C:34]3[N:38]([CH3:39])[C:37]4[CH:40]=[C:41]([F:44])[CH:42]=[CH:43][C:36]=4[N:35]=3)[CH:31]=[C:32]([CH3:33])[C:6]=2[N:5]=1)[CH2:2][CH3:3]. Procedure: Prepared analogously to Example 1 from tert.butyl 4'-[(2-n-propyl-4-methyl-6-(1-methyl-6-fluoro-benzimidazol-2-yl)-benzimidazol-1-yl)-methyl]-biphenyl-2-carboxylate and trifluoroacetic acid in methylene chloride. Reactants: Cl (hydrochloric acid), aqueous solution, [OH-].[Na+] (sodium hydroxide), C(#N)C=1C=CC(=C(C(=O)OC)C1)OC (methyl 5-cyano-2-methoxybenzoate). Run in CS(=O)C (dimethyl sulfoxide), O (water). Conditions: temperature 80 celsius, time 4 hour. Product: COC1=CC=C(C=C1C(=O)O)C(=O)N (6-methoxyisophthalamic acid). Yield: 63.0%. RXN SMILES: [C:1]([C:3]1[CH:4]=[CH:5][C:6]([O:13][CH3:14])=[C:7]([CH:12]=1)[C:8]([O:10]C)=[O:9])#[N:2].[OH-:15].[Na+].Cl>CS(C)=O.O>[CH3:14][O:13][C:6]1[C:7]([C:8]([OH:10])=[O:9])=[CH:12][C:3]([C:1]([NH2:2])=[O:15])=[CH:4][CH:5]=1 |f:1.2|. Procedure details: Methyl 5-cyano-2-methoxybenzoate (2 g) prepared in step A was dissolved in 24 mL of dimethyl sulfoxide, and 12 mL of a 1 M aqueous solution of sodium hydroxide was added. After stirring for 4 hours and a half at 80° C., the mixture was cooled in an ice bath, and adjusted to pH of about 4 with the use of 10 mL of 1 M hydrochloric acid. The resulting solution was diluted with 200 mL of water, and cooled for several hours in a refrigerator. The precipitate formed was separated by filtration, washed... The reactants are COC(=O)c1c(CCl)c2cc3c(cc2[nH]c1=O)OCCO3, O=P(Cl)(Cl)Cl. Yields the product COC(=O)c1c(Cl)nc2cc3c(cc2c1CCl)OCCO3. Reaction SMILES: [CH3:1][O:2][C:3](=[O:4])[c:5]1[c:6](=[O:21])[nH:7][c:8]2[cH:9][c:10]3[c:11]([cH:12][c:13]2[c:14]1[CH2:15][Cl:16])[O:17][CH2:18][CH2:19][O:20]3.[P:22]([Cl:23])([Cl:24])([Cl:25])=[O:26]>>[CH3:1][O:2][C:3](=[O:4])[c:5]1[c:6]([Cl:24])[n:7][c:8]2[cH:9][c:10]3[c:11]([cH:12][c:13]2[c:14]1[CH2:15][Cl:16])[O:17][CH2:18][CH2:19][O:20]3. Reactants: C(C)(=O)C=1C=C(C=C2C(CC(OC12)(C1CC(CCC1C(C)C)C)C1CC(CCC1C(C)C)C)(C1CC(CCC1C(C)C)C)C1CC(CCC1C(C)C)C)Br (8-acetyl-6-bromo-2,2,4,4-tetramenthyl chroman), C(C)(=O)C=1C=C(C=C2C(CC(OC12)(C1CC(CCC1C(C)C)C)C1CC(CCC1C(C)C)C)(C1CC(CCC1C(C)C)C)C1CC(CCC1C(C)C)C)Br (8-acetyl-6-bromo-2,2,4,4-tetramenthyl chroman), C(C)[SiH](CC)CC (triethylsilane). Run in FC(C(=O)O)(F)F (trifluoroacetic acid). Conditions: time 8 hour. Yields the product BrC=1C=C2C(CC(OC2=C(C1)CC)(C)C)(C)C (6-Bromo-8-ethyl-2,2,4,4-tetramethyl chroman). As a reaction SMILES: [C:1]([C:4]1[CH:5]=[C:6]([Br:54])[CH:7]=[C:8]2[C:13]=1[O:12][C:11]([CH:24]1C(C(C)C)CCC(C)C1)([CH:14]1C(C(C)C)CCC(C)C1)[CH2:10][C:9]2([CH:44]1C(C(C)C)CCC(C)C1)[CH:34]1C(C(C)C)CCC(C)C1)(=O)[CH3:2].C([SiH](CC)CC)C>FC(F)(F)C(O)=O>[Br:54][C:6]1[CH:7]=[C:8]2[C:13](=[C:4]([CH2:1][CH3:2])[CH:5]=1)[O:12][C:11]([CH3:24])([CH3:14])[CH2:10][C:9]2([CH3:34])[CH3:44]. Procedure details: A stirred, cooled (ice bath) solution of 8-acetyl-6-bromo-2,2,4,4-tetramenthyl chroman (Intermediate 45, 0.95 g, 3.1 mmol) in trifluoroacetic acid (10 mL) was treated with triethylsilane (10 mL) and the resulting reaction mixture was allowed to warm to ambient temperature and stirred overnight. The volatiles were distilled off in vacuo and the residue was diluted with water and extracted with hexane (×2). The combined organic phase was dried over anhydrous sodium sulfate, filtered and evaporated...